Dataset: the Open Reaction Database (ORD), a public repository of structured organic reaction records. Task: describe an organic reaction: reactants, conditions, products, and yield Starting materials: Cc1c(-c2ccc(C(N)=O)c3[nH]c4cc(C5(O[Si](C)(C)C(C)(C)C)CC5)ccc4c23)cccc1N1Cc2ccccc2C1=O, CCCC[N+](CCCC)(CCCC)CCCC, C1CCOC1, [F-]. Yields the product Cc1c(-c2ccc(C(N)=O)c3[nH]c4cc(C5(O)CC5)ccc4c23)cccc1N1Cc2ccccc2C1=O. RXN SMILES: [C:1]([Si:2]([CH3:3])([CH3:4])[O:6][C:7]1([c:10]2[cH:11][cH:12][c:13]3[c:14]4[c:15](-[c:26]5[c:27]([CH3:42])[c:28]([N:32]6[C:33](=[O:41])[c:34]7[cH:35][cH:36][cH:37][cH:38][c:39]7[CH2:40]6)[cH:29][cH:30][cH:31]5)[cH:16][cH:17][c:18]([C:23](=[O:24])[NH2:25])[c:19]4[nH:20][c:21]3[cH:22]2)[CH2:8][CH2:9]1)([CH3:5])([CH3:43])[CH3:44].[CH2:46]([N+:47]([CH2:48][CH2:49][CH2:50][CH3:51])([CH2:52][CH2:53][CH2:54][CH3:55])[CH2:56][CH2:57][CH2:58][CH3:59])[CH2:60][CH2:61][CH3:62].[CH2:63]1[O:64][CH2:65][CH2:66][CH2:67]1.[F-:45]>>[OH:6][C:7]1([c:10]2[cH:11][cH:12][c:13]3[c:14]4[c:15](-[c:26]5[c:27]([CH3:42])[c:28]([N:32]6[C:33](=[O:41])[c:34]7[cH:35][cH:36][cH:37][cH:38][c:39]7[CH2:40]6)[cH:29][cH:30][cH:31]5)[cH:16][cH:17][c:18]([C:23](=[O:24])[NH2:25])[c:19]4[nH:20][c:21]3[cH:22]2)[CH2:8][CH2:9]1.